This data is from the Open Reaction Database (ORD), a public repository of structured organic reaction records. The task is: describe an organic reaction: reactants, conditions, products, and yield The reactants are FC=1C=C(C=CC1SC)NC(C)=O (N-(3-Fluoro-4-methylsulfanyl-phenyl)-acetamide), ClC1=C(C=C(C=C1)C)[N+](=O)[O-] (1-chloro-4-methyl-2-nitrobenzene). The solvent is CN(C)C=O (DMF), O (H2O). Product: FC=1C=C(C=CC1SC1=C(C=C(C=C1)C)[N+](=O)[O-])NC(C)=O (N-[3-Fluoro-4-(4-methyl-2-nitro-phenylsulfanyl)-phenyl]-acetamide). Isolated yield 64.9%. RXN SMILES: [F:1][C:2]1[CH:3]=[C:4]([NH:10][C:11](=[O:13])[CH3:12])[CH:5]=[CH:6][C:7]=1[S:8][CH3:9].ClC1[CH:20]=[CH:19][C:18]([CH3:21])=[CH:17][C:16]=1[N+:22]([O-:24])=[O:23]>CN(C=O)C.O>[F:1][C:2]1[CH:3]=[C:4]([NH:10][C:11](=[O:13])[CH3:12])[CH:5]=[CH:6][C:7]=1[S:8][C:9]1[CH:20]=[CH:19][C:18]([CH3:21])=[CH:17][C:16]=1[N+:22]([O-:24])=[O:23]. Procedure details: The product from Example 39c (1.00 g, 5.0 mmol) and t-BuSNa (1.88 g, 15.1 mmol) in anhydrous DMF (10 mL) was heated at 160° C. for 4 hours under N2 flow, and then cooled to room temperature. To the reaction mixture was added 1-chloro-4-methyl-2-nitrobenzene (2.36 mL, 17.6 mmol) at room temperature and then the mixture was heated at 80° C. for 4 hours under N2 flow. The mixture was diluted with H2O and then extracted with EtOAc. The extract washed with H2O and brine, dried over MgSO4, and evapora... Reactants: nickel chloride·6H2O, C(C)OC(\C=C\C=1C=C2CC(CC2=CC1)CNS(=O)(=O)C1=CC=C(C=C1)Cl)=O (ethyl-trans-3-[2-[(4chlorophenyl)sulfonylaminomethyl]indan-5-yl]acrylate), [BH4-].[Na+] (sodium borohydride). Solvent: C(C)O (ethanol). Conditions: time 8 hour. Yields the product C(C)OC(CCC=1C=C2CC(CC2=CC1)CNS(=O)(=O)C1=CC=C(C=C1)Cl)=O (ethyl-3-[2-[(4-chlorophenyl)sulfonylaminomethyl]indan-5-yl]propionate). Isolated yield 57.1%. RXN SMILES: [CH2:1]([O:3][C:4](=[O:28])/[CH:5]=[CH:6]/[C:7]1[CH:8]=[C:9]2[C:13](=[CH:14][CH:15]=1)[CH2:12][CH:11]([CH2:16][NH:17][S:18]([C:21]1[CH:26]=[CH:25][C:24]([Cl:27])=[CH:23][CH:22]=1)(=[O:20])=[O:19])[CH2:10]2)[CH3:2].[BH4-].[Na+]>C(O)C>[CH2:1]([O:3][C:4](=[O:28])[CH2:5][CH2:6][C:7]1[CH:8]=[C:9]2[C:13](=[CH:14][CH:15]=1)[CH2:12][CH:11]([CH2:16][NH:17][S:18]([C:21]1[CH:26]=[CH:25][C:24]([Cl:27])=[CH:23][CH:22]=1)(=[O:20])=[O:19])[CH2:10]2)[CH3:2] |f:1.2|. Procedure: 387 mg (1.00 mmol) of ethyl-trans-3-[2-[(4chlorophenyl)sulfonylaminomethyl]indan-5-yl]acrylate was dissolved in 10 ml of ethanol, to which was added 24 mg (0.1 mmol)of nickel chloride·6H2O. Under ice-cooling, to this solution was added 76 mg (2.00 mmol) of sodium borohydride, followed by stirring at room temperature overnight. The ethanol was distilled off, the residue was added with 10 ml of water, and the obtained product was extracted with ethyl acetate, followed by washing and drying then co... The reactants are [Li]CCCC (nBuLi), BrC1=CC=C(S1)C1=NC(=NC=C1)NC1CC(NC(C1)(C)C)(C)C ([4-(5-Bromo-thiophen-2-yl)-pyrimidin-2-yl]-(2,2,6,6-tetramethyl-piperidin-4-yl)-amine), CN1CCC(CC1)=O (N-methyl-4-piperidone). Solvent: C1CCOC1 (THF), C1CCOC1 (THF). Conditions: temperature -78 celsius, time 15 minute. The product is CN1CCC(CC1)(O)C=1SC(=CC1)C1=NC(=NC=C1)NC1CC(NC(C1)(C)C)(C)C (1-Methyl-4-{5-[2-(2,2,6,6-tetramethyl-piperidin-4-ylamino)-pyrimidin-4-yl]-thiophen-2-yl}-piperidin-4-ol). RXN SMILES: Br[C:2]1[S:6][C:5]([C:7]2[CH:12]=[CH:11][N:10]=[C:9]([NH:13][CH:14]3[CH2:19][C:18]([CH3:21])([CH3:20])[NH:17][C:16]([CH3:23])([CH3:22])[CH2:15]3)[N:8]=2)=[CH:4][CH:3]=1.[Li]CCCC.[CH3:29][N:30]1[CH2:35][CH2:34][C:33](=[O:36])[CH2:32][CH2:31]1>C1COCC1>[CH3:29][N:30]1[CH2:35][CH2:34][C:33]([C:2]2[S:6][C:5]([C:7]3[CH:12]=[CH:11][N:10]=[C:9]([NH:13][CH:14]4[CH2:19][C:18]([CH3:21])([CH3:20])[NH:17][C:16]([CH3:23])([CH3:22])[CH2:15]4)[N:8]=3)=[CH:4][CH:3]=2)([OH:36])[CH2:32][CH2:31]1. Procedure: [4-(5-Bromo-thiophen-2-yl)-pyrimidin-2-yl]-(2,2,6,6-tetramethyl-piperidin-4-yl)-amine (Step C of Example 5, 198 mg, 0.5 mmol) was dissolved in THF (10 ml), cooled to −78° C. and treated with nBuLi (1.6M in hexane, 0.94 ml, 1.5 mmol) for 15 minutes. N-methyl-4-piperidone (231 μl, 2 mmol) in THF (0.2 ml) was added rapidly and the reaction mixture stirred for 15 minutes at −78° C., then poured on water and extracted three times with EtOAc. The combined organic phases were dried over sodium sulfate,... The reactants are CC(C)CCC(=O)O, CCN=C=NCCCN(C)C, Nc1ccc(N2CCN(C(=O)c3ccccc3C(F)(F)F)CC2)nn1, C1CCOC1, O. Yields the product CC(C)CCC(=O)Nc1ccc(N2CCN(C(=O)c3ccccc3C(F)(F)F)CC2)nn1. As a reaction SMILES: [CH3:26][CH:27]([CH2:28][CH2:29][C:30](=[O:31])[OH:32])[CH3:33].[CH3:34][N:35]([CH3:36])[CH2:37][CH2:38][CH2:39][N:40]=[C:41]=[N:42][CH2:43][CH3:44].[NH2:1][c:2]1[cH:3][cH:4][c:5]([N:8]2[CH2:9][CH2:10][N:11]([C:14](=[O:15])[c:16]3[c:17]([C:22]([F:23])([F:24])[F:25])[cH:18][cH:19][cH:20][cH:21]3)[CH2:12][CH2:13]2)[n:6][n:7]1.[O:46]1[CH2:47][CH2:48][CH2:49][CH2:50]1.[OH2:45]>>[NH:1]([c:2]1[cH:3][cH:4][c:5]([N:8]2[CH2:9][CH2:10][N:11]([C:14](=[O:15])[c:16]3[c:17]([C:22]([F:23])([F:24])[F:25])[cH:18][cH:19][cH:20][cH:21]3)[CH2:12][CH2:13]2)[n:6][n:7]1)[C:30]([CH2:29][CH2:28][CH:27]([CH3:26])[CH3:33])=[O:31]. Starting materials: CC#CCOc1ccc(S(=O)(=O)Cl)cc1, ClC(Cl)Cl, COC(=O)C(N)c1ccc(OCCNC(=O)OC(C)(C)C)cc1, c1ccncc1. Yields the product CC#CCOc1ccc(S(=O)(=O)NC(C(=O)OC)c2ccc(OCCNC(=O)OC(C)(C)C)cc2)cc1. As a reaction SMILES: [CH2:30]([C:31]#[C:32][CH3:33])[O:34][c:35]1[cH:36][cH:37][c:38]([S:41](=[O:42])(=[O:43])[Cl:44])[cH:39][cH:40]1.[CH:45]([Cl:46])([Cl:47])[Cl:48].[NH2:1][CH:2]([C:3](=[O:4])[O:5][CH3:6])[c:7]1[cH:8][cH:9][c:10]([O:13][CH2:14][CH2:15][NH:16][C:17](=[O:18])[O:19][C:20]([CH3:21])([CH3:22])[CH3:23])[cH:11][cH:12]1.[cH:24]1[cH:25][cH:26][n:27][cH:28][cH:29]1>>[NH:1]([CH:2]([C:3](=[O:4])[O:5][CH3:6])[c:7]1[cH:8][cH:9][c:10]([O:13][CH2:14][CH2:15][NH:16][C:17](=[O:18])[O:19][C:20]([CH3:21])([CH3:22])[CH3:23])[cH:11][cH:12]1)[S:41]([c:38]1[cH:37][cH:36][c:35]([O:34][CH2:30][C:31]#[C:32][CH3:33])[cH:40][cH:39]1)(=[O:42])=[O:43]. The reactants are N=1N=NN2C1C=CC(=C2)[C@H]2OC2 ((R)-2-(tetrazolo-[1,5-a]pyrid-6-yl)oxirane), CC(CC1=CNC2=CC=C(C=C12)OCC1=CC=CC=C1)N (1-methyl-2-(5-benzyloxy-1H-indol-3-yl)ethyl amine). Run in C(C)O (ethanol). The product is C[C@H](CC1=CNC2=CC=C(C=C12)OCC1=CC=CC=C1)NC[C@H](O)C=1C=CC=2N(C1)N=NN2 ((R)-α-[[(1(R)-methyl-2-(5-benzyloxy-1H-indol-3-yl)ethyl)amino]methyl]tetrazolo[1,5-a]pyridine-6-methanol), C[C@@H](CC1=CNC2=CC=C(C=C12)OCC1=CC=CC=C1)NC[C@H](O)C=1C=CC=2N(C1)N=NN2 ((R)-α-[[(1(S)-methyl-2-(5-benzyloxy-1H-indol-3-yl)ethyl)-amino]methyl]tetrazolo[1,5-a]pyridine-6-methanol). As a reaction SMILES: [N:1]1[N:2]=[N:3][N:4]2[CH:9]=[C:8]([C@@H:10]3[CH2:12][O:11]3)[CH:7]=[CH:6][C:5]=12.[CH3:13][CH:14]([NH2:33])[CH2:15][C:16]1[C:24]2[C:19](=[CH:20][CH:21]=[C:22]([O:25][CH2:26][C:27]3[CH:32]=[CH:31][CH:30]=[CH:29][CH:28]=3)[CH:23]=2)[NH:18][CH:17]=1>C(O)C>[CH3:13][C@@H:14]([NH:33][CH2:12][C@@H:10]([C:8]1[CH:7]=[CH:6][C:5]2[N:4]([N:3]=[N:2][N:1]=2)[CH:9]=1)[OH:11])[CH2:15][C:16]1[C:24]2[C:19](=[CH:20][CH:21]=[C:22]([O:25][CH2:26][C:27]3[CH:32]=[CH:31][CH:30]=[CH:29][CH:28]=3)[CH:23]=2)[NH:18][CH:17]=1.[CH3:13][C@H:14]([NH:33][CH2:12][C@@H:10]([C:8]1[CH:7]=[CH:6][C:5]2[N:4]([N:3]=[N:2][N:1]=2)[CH:9]=1)[OH:11])[CH2:15][C:16]1[C:24]2[C:19](=[CH:20][CH:21]=[C:22]([O:25][CH2:26][C:27]3[CH:32]=[CH:31][CH:30]=[CH:29][CH:28]=3)[CH:23]=2)[NH:18][CH:17]=1. Procedure details: A solution of 3.24 g of (R)-2-(tetrazolo-[1,5-a]pyrid-6-yl)oxirane and 5.89 g of 1-methyl-2-(5-benzyloxy-1H-indol-3-yl)ethyl amine in 84 ml of absolute ethanol was heated at reflux under nitrogen for 24 hours. The reaction mixture was concentrated and the residue purified by preparative TLC on silica gel (95:5:0.5 CH2Cl2 :MeOH:NH4OH) to give 1.29 g of (R)-α-[[(1(R)-methyl-2-(5-benzyloxy-1H-indol-3-yl)ethyl)amino]methyl]tetrazolo[1,5-a]pyridine-6-methanol and 1.46 g of (R)-α-[[(1(S)-methyl-2-(5-b... Product: COCC1CN(c2ccc(C3CCN(C(C)=O)CC3)cc2)C(=O)O1. Reactants: ClCCl, COCC1CN(c2ccc(C3CCNCC3)cc2)C(=O)O1, CC(=O)OC(C)=O, c1ccncc1. RXN SMILES: [CH2:35]([Cl:36])[Cl:37].[CH3:1][O:2][CH2:3][CH:4]1[CH2:5][N:6]([c:10]2[cH:11][cH:12][c:13]([CH:16]3[CH2:17][CH2:18][NH:19][CH2:20][CH2:21]3)[cH:14][cH:15]2)[C:7](=[O:9])[O:8]1.[CH3:22][C:23](=[O:24])[O:25][C:26](=[O:27])[CH3:28].[cH:29]1[cH:30][cH:31][n:32][cH:33][cH:34]1>>[CH3:1][O:2][CH2:3][CH:4]1[CH2:5][N:6]([c:10]2[cH:11][cH:12][c:13]([CH:16]3[CH2:17][CH2:18][N:19]([C:23]([CH3:22])=[O:24])[CH2:20][CH2:21]3)[cH:14][cH:15]2)[C:7](=[O:9])[O:8]1.